Task: describe an organic reaction: reactants, conditions, products, and yield. Dataset: the Open Reaction Database (ORD), a public repository of structured organic reaction records Reaction conditions: temperature 110 celsius, time 2 hour. Reactants: C(O)([O-])=O.[K+] (Potassium hydrogen carbonate), C(C)(=O)OC(C)=O (acetic acid anhydride), ClC=1C=CC(=C(C=O)C1)[N+](=O)[O-] (5-chloro-2-nitrobenzaldehyde), C(CC(=O)OCC)(=O)OCC (diethyl malonate). Procedure details: Potassium hydrogen carbonate (8.12 g) was added to an acetic acid anhydride (18 ml) solution of 5-chloro-2-nitrobenzaldehyde (9.99 g) and diethyl malonate (8.64 g), which was stirred at 110° C. for 2 hours. The reaction mixture was added to iced-water and extracted with ethyl acetate. The organic layer was washed with water and a saturated aqueous sodium chloride solution, then dried and concentrated. The residue was purified by silica gel column chromatography (eluent: ethyl acetate/hexane=1/10... Isolated yield 85.6%. The product is ClC=1C=CC(=C(C1)C=C(C(=O)OCC)C(=O)OCC)[N+](=O)[O-] (Diethyl 2[(5-chloro-2-nitrophenyl)methylidene )malonate). Run in O (water). RXN SMILES: C(=O)([O-])O.[K+].C(OC(=O)C)(=O)C.[Cl:13][C:14]1[CH:15]=[CH:16][C:17]([N+:22]([O-:24])=[O:23])=[C:18]([CH:21]=1)[CH:19]=O.[C:25]([O:33][CH2:34][CH3:35])(=[O:32])[CH2:26][C:27]([O:29][CH2:30][CH3:31])=[O:28]>O>[Cl:13][C:14]1[CH:15]=[CH:16][C:17]([N+:22]([O-:24])=[O:23])=[C:18]([CH:19]=[C:26]([C:27]([O:29][CH2:30][CH3:31])=[O:28])[C:25]([O:33][CH2:34][CH3:35])=[O:32])[CH:21]=1 |f:0.1|.